Dataset: the Open Reaction Database (ORD), a public repository of structured organic reaction records. Task: describe an organic reaction: reactants, conditions, products, and yield Starting materials: O=C1C2=C(N=CN1)SC1=C2CN(C1)C(=O)OCC (Ethyl 4-oxo-3,4,5,7-tetrahydro-6H-pyrrolo[3′,4′:4,5]thieno[2,3-d]pyrimidine-6-carboxylate), P(=O)(Cl)(Cl)Cl (phosphoryl chloride). Yields the product ClC=1C2=C(N=CN1)SC1=C2CN(C1)C(=O)OCC (Ethyl 4-chloro-5,7-dihydro-6H-pyrrolo[3′,4′:4,5]thieno[2,3-d]pyrimidine-6-carboxylate). Isolated yield 67.0%. Reaction SMILES: O=[C:2]1[NH:7][CH:6]=[N:5][C:4]2[S:8][C:9]3[CH2:13][N:12]([C:14]([O:16][CH2:17][CH3:18])=[O:15])[CH2:11][C:10]=3[C:3]1=2.P(Cl)(Cl)([Cl:21])=O>>[Cl:21][C:2]1[C:3]2[C:10]3[CH2:11][N:12]([C:14]([O:16][CH2:17][CH3:18])=[O:15])[CH2:13][C:9]=3[S:8][C:4]=2[N:5]=[CH:6][N:7]=1. Procedure: In analogy to Example 11A, ethyl 4-oxo-3,4,5,7-tetrahydro-6H-pyrrolo[3′,4′:4,5]thieno[2,3-d]pyrimidine-6-carboxylate from Example 20A (1.70 g, 6.41 mmol) was reacted with phosphoryl chloride to yield 1.23 g (67%) of the title compound. The reactants are C1CCOC1, CC(=O)OC(C)=O, O=CO, O=S(=O)(CC(CCCc1ncccn1)NO)N1CCN(c2ccc(C#Cc3ccccn3)cn2)CC1. Product: O=CN(O)C(CCCc1ncccn1)CS(=O)(=O)N1CCN(c2ccc(C#Cc3ccccn3)cn2)CC1. Reaction SMILES: [CH2:47]1[O:48][CH2:49][CH2:50][CH2:51]1.[CH3:4][C:5]([O:6][C:7](=[O:8])[CH3:9])=[O:10].[CH:1](=[O:2])[OH:3].[OH:11][NH:12][CH:13]([CH2:14][CH2:15][CH2:16][c:17]1[n:18][cH:19][cH:20][cH:21][n:22]1)[CH2:23][S:24](=[O:25])(=[O:26])[N:27]1[CH2:28][CH2:29][N:30]([c:33]2[n:34][cH:35][c:36]([C:39]#[C:40][c:41]3[n:42][cH:43][cH:44][cH:45][cH:46]3)[cH:37][cH:38]2)[CH2:31][CH2:32]1>>[CH:1](=[O:3])[N:12]([OH:11])[CH:13]([CH2:14][CH2:15][CH2:16][c:17]1[n:18][cH:19][cH:20][cH:21][n:22]1)[CH2:23][S:24](=[O:25])(=[O:26])[N:27]1[CH2:28][CH2:29][N:30]([c:33]2[n:34][cH:35][c:36]([C:39]#[C:40][c:41]3[n:42][cH:43][cH:44][cH:45][cH:46]3)[cH:37][cH:38]2)[CH2:31][CH2:32]1.